This data is from the Open Reaction Database (ORD), a public repository of structured organic reaction records. The task is: describe an organic reaction: reactants, conditions, products, and yield The reactants are COC(=O)C=1C=2N(C=CC1)C=CN2 (imidazo[1,2-a]pyridine-8-carboxylic acid methyl ester), IN1C(CCC1=O)=O (N-iodosuccinimide). Solvent: C(C)#N (acetonitrile). Conditions: time 2 hour. The product is COC(=O)C=1C=2N(C=CC1)C(=CN2)I (3-iodo-imidazo[1,2-a]pyridine-8-carboxylic acid methyl ester). As a reaction SMILES: [CH3:1][O:2][C:3]([C:5]1[C:6]2[N:7]([CH:11]=[CH:12][N:13]=2)[CH:8]=[CH:9][CH:10]=1)=[O:4].[I:14]N1C(=O)CCC1=O>C(#N)C>[CH3:1][O:2][C:3]([C:5]1[C:6]2[N:7]([C:11]([I:14])=[CH:12][N:13]=2)[CH:8]=[CH:9][CH:10]=1)=[O:4]. Reported procedure: A mixture of imidazo[1,2-a]pyridine-8-carboxylic acid methyl ester (3.24 g, 18.3 mmol) and N-iodosuccinimide (NIS) (4.11 g, 18.3 mmol) in acetonitrile (50 mL) is stirred at room temperature. After 2 hours, the reaction mixture is quenched with saturated aqueous Na2S2O3 and extracted with EtOAc (3×100 mL). The combined organic layers are washed with water, brine, dried over Na2SO4 and concentrated. The crude material is purified by silica gel chromatography eluting with 80% EtOAc in hexanes to af... Reactants: C(C)(C)OC1=CC=C(C=C1)CC(=O)ON=C(C1=C(C=CC=C1Cl)Cl)N (N'-(4-isopropoxyphenylacetoxy)-2,6-dichlorobenzamidine). The solvent is CN(C)C=O (DMF). Product: ClC1=C(C(=CC=C1)Cl)C1=NOC(=N1)CC1=CC=C(C=C1)OC(C)C (3-(2,6-dichlorophenyl)-5-(4-isopropoxybenzyl)-1,2,4-oxadiazole). As a reaction SMILES: [CH:1]([O:4][C:5]1[CH:10]=[CH:9][C:8]([CH2:11][C:12]([O:14][N:15]=[C:16]([NH2:25])[C:17]2[C:22]([Cl:23])=[CH:21][CH:20]=[CH:19][C:18]=2[Cl:24])=O)=[CH:7][CH:6]=1)([CH3:3])[CH3:2]>CN(C=O)C>[Cl:24][C:18]1[CH:19]=[CH:20][CH:21]=[C:22]([Cl:23])[C:17]=1[C:16]1[N:25]=[C:12]([CH2:11][C:8]2[CH:9]=[CH:10][C:5]([O:4][CH:1]([CH3:3])[CH3:2])=[CH:6][CH:7]=2)[O:14][N:15]=1. Reported procedure: A solution of 102.5 g of N'-(4-isopropoxyphenylacetoxy)-2,6-dichlorobenzamidine in 500 ml of DMF was heated at 140° C. for 1.5 hours.